Dataset: the Open Reaction Database (ORD), a public repository of structured organic reaction records. Task: describe an organic reaction: reactants, conditions, products, and yield The reactants are CCO, I, Nc1ccc2c(c1)SCCN2CCCN1CCCC1, [Na+], O=C([O-])O, CSC(=N)c1cccs1. The product is N=C(Nc1ccc2c(c1)SCCN2CCCN1CCCC1)c1cccs1. As a reaction SMILES: [CH3:30][CH2:31][OH:32].[IH:20].[N:1]1([CH2:6][CH2:7][CH2:8][N:9]2[c:10]3[c:11]([cH:15][c:16]([NH2:19])[cH:17][cH:18]3)[S:12][CH2:13][CH2:14]2)[CH2:2][CH2:3][CH2:4][CH2:5]1.[Na+:37].[O-:33][C:34]([OH:35])=[O:36].[s:21]1[c:22]([C:26](=[NH:27])[S:28][CH3:29])[cH:23][cH:24][cH:25]1>>[N:1]1([CH2:6][CH2:7][CH2:8][N:9]2[c:10]3[c:11]([cH:15][c:16]([NH:19][C:26]([c:22]4[s:21][cH:25][cH:24][cH:23]4)=[NH:27])[cH:17][cH:18]3)[S:12][CH2:13][CH2:14]2)[CH2:2][CH2:3][CH2:4][CH2:5]1. Starting materials: BrC1=NC=2N(C(N(C(C2N1CC1=CC=C(C=C1)Cl)=O)CCCOC1OCCCC1)=O)C (8-bromo-7-(4-chlorobenzyl)-3-methyl-1-(3-(tetrahydro-2H-pyran-2-yloxy)propyl)-1H-purine-2,6(3H,7H)-dione), BrC1=NC=2N(C(N(C(C2N1CC1=CC=C(C=C1)Cl)=O)CCCOC1OCCCC1)=O)C (8-bromo-7-(4-chlorobenzyl)-3-methyl-1-(3-(tetrahydro-2H-pyran-2-yloxy)propyl)-1H-purine-2,6(3H,7H)-dione), FC(OC=1C=C(N)C=CC1)(F)F (3-(trifluoromethoxy)aniline), CC(C)C1=CC(=C(C(=C1)C(C)C)C2=C(C=CC=C2)P(C3CCCCC3)C4CCCCC4)C(C)C (X-phos), C(C)(C)(C)[O-].[K+] (potassium tert-butanolate). Reagents/catalysts: C=1C=CC(=CC1)/C=C/C(=O)/C=C/C2=CC=CC=C2.C=1C=CC(=CC1)/C=C/C(=O)/C=C/C2=CC=CC=C2.C=1C=CC(=CC1)/C=C/C(=O)/C=C/C2=CC=CC=C2.[Pd].[Pd] (tris(dibenzylideneacetone)dipalladium(0)). The solvent is C1(=CC=CC=C1)C (toluene). Conditions: temperature 100 celsius, time 8 hour. Product: ClC1=CC=C(CN2C(=NC=3N(C(N(C(C23)=O)CCCOC2OCCCC2)=O)C)NC2=CC(=CC=C2)OC(F)(F)F)C=C1 (7-(4-chlorobenzyl)-3-methyl-1-(3-(tetrahydro-2H-pyran-2-yloxy)propyl)-8-(3-(trifluoromethoxy)phenylamino)-1H-purine-2,6(3H,7H)-dione). Yield: 58.7%. Reaction SMILES: Br[C:2]1[N:10]([CH2:11][C:12]2[CH:17]=[CH:16][C:15]([Cl:18])=[CH:14][CH:13]=2)[C:9]2[C:8](=[O:19])[N:7]([CH2:20][CH2:21][CH2:22][O:23][CH:24]3[CH2:29][CH2:28][CH2:27][CH2:26][O:25]3)[C:6](=[O:30])[N:5]([CH3:31])[C:4]=2[N:3]=1.[F:32][C:33]([F:43])([F:42])[O:34][C:35]1[CH:36]=[C:37]([CH:39]=[CH:40][CH:41]=1)[NH2:38].CC(C1C=C(C(C)C)C(C2C=CC=CC=2P(C2CCCCC2)C2CCCCC2)=C(C(C)C)C=1)C.C([O-])(C)(C)C.[K+]>C1(C)C=CC=CC=1.C1C=CC(/C=C/C(/C=C/C2C=CC=CC=2)=O)=CC=1.C1C=CC(/C=C/C(/C=C/C2C=CC=CC=2)=O)=CC=1.C1C=CC(/C=C/C(/C=C/C2C=CC=CC=2)=O)=CC=1.[Pd].[Pd]>[Cl:18][C:15]1[CH:16]=[CH:17][C:12]([CH2:11][N:10]2[C:9]3[C:8](=[O:19])[N:7]([CH2:20][CH2:21][CH2:22][O:23][CH:24]4[CH2:29][CH2:28][CH2:27][CH2:26][O:25]4)[C:6](=[O:30])[N:5]([CH3:31])[C:4]=3[N:3]=[C:2]2[NH:38][C:37]2[CH:39]=[CH:40][CH:41]=[C:35]([O:34][C:33]([F:32])([F:42])[F:43])[CH:36]=2)=[CH:13][CH:14]=1 |f:3.4,6.7.8.9.10|. Procedure details: To a solution of 8-bromo-7-(4-chlorobenzyl)-3-methyl-1-(3-(tetrahydro-2H-pyran-2-yloxy)propyl)-1H-purine-2,6(3H,7H)-dione (100 mg, 0.196 mmol, Intermediate 14) in toluene (30 mL) was added 3-(trifluoromethoxy)aniline (45 mg, 0.254 mmol), tris(dibenzylideneacetone)dipalladium(0) (10 mg, 0.011 mmol), X-phos (10 mg, 0.021 mmol) and potassium tert-butanolate (45 mg, 0.402 mmol). The mixture was degassed and refilled with nitrogen 3 times. The reaction was stirred at 100° C. overnight under nitrogen.... Starting materials: Cc1c(C(=O)N2CCC(n3c(=O)[nH]c4ccccc43)CC2)c2ccccc2n1Cc1ccccc1, CN(C)CCCl, [H-], [Na+], CN(C)C=O. Product: Cc1c(C(=O)N2CCC(n3c(=O)n(CCN(C)C)c4ccccc43)CC2)c2ccccc2n1Cc1ccccc1. Reaction SMILES: [CH2:1]([c:2]1[cH:3][cH:4][cH:5][cH:6][cH:7]1)[n:8]1[c:9]([CH3:35])[c:10]([C:17](=[O:18])[N:19]2[CH2:20][CH2:21][CH:22]([n:25]3[c:26](=[O:34])[nH:27][c:28]4[c:29]3[cH:30][cH:31][cH:32][cH:33]4)[CH2:23][CH2:24]2)[c:11]2[cH:12][cH:13][cH:14][cH:15][c:16]12.[Cl:38][CH2:39][CH2:40][N:41]([CH3:42])[CH3:43].[H-:37].[Na+:36].[O:44]=[CH:45][N:46]([CH3:47])[CH3:48]>>[CH2:1]([c:2]1[cH:3][cH:4][cH:5][cH:6][cH:7]1)[n:8]1[c:9]([CH3:35])[c:10]([C:17](=[O:18])[N:19]2[CH2:20][CH2:21][CH:22]([n:25]3[c:26](=[O:34])[n:27]([CH2:39][CH2:40][N:41]([CH3:42])[CH3:43])[c:28]4[c:29]3[cH:30][cH:31][cH:32][cH:33]4)[CH2:23][CH2:24]2)[c:11]2[cH:12][cH:13][cH:14][cH:15][c:16]12. The reactants are C(C)(=O)OCC1=CSC2=C1N=CN=C2Cl ((4-Chlorothieno[3,2-d]pyrimidine-7-yl)methyl acetate), [OH-].[Na+] (NaOH). The solvent is C1CCOC1 (THF), C(C)(=O)OCC (ethyl acetate). Run at time 30 minute. The product is ClC=1C2=C(N=CN1)C(=CS2)CO ((4-Chlorothieno[3,2-d]pyrimidine-7-yl)methanol). Reaction SMILES: C([O:4][CH2:5][C:6]1[C:10]2[N:11]=[CH:12][N:13]=[C:14]([Cl:15])[C:9]=2[S:8][CH:7]=1)(=O)C.[OH-].[Na+]>C1COCC1.C(OCC)(=O)C>[Cl:15][C:14]1[C:9]2[S:8][CH:7]=[C:6]([CH2:5][OH:4])[C:10]=2[N:11]=[CH:12][N:13]=1 |f:1.2|. Reported procedure: (4-Chlorothieno[3,2-d]pyrimidine-7-yl)methyl acetate (3.12 g, 12.06 mmol) was dissolved in THF (240 mL) and then 1N NaOH solution (100 mL) was added thereto at room temperature. The reaction mixture was stirred for 30 minutes, diluted with ethyl acetate, and the aqueous layer was extracted with ethyl acetate. The organic layer was dried with MgSO4, filtered and concentrated to obtain the title compound as a white solid without further purification. The reactants are CC#N, C[NH+](C)C, C1COOOC1, CN(C)C(C#N)c1ccccc1, Cc1ccc(S(=O)(=O)[O-])cc1. The product is CC#N, C[N+](C)(C)c1ccccc1, Cc1ccc(S(=O)(=O)[O-])cc1. RXN SMILES: [C:12]([CH3:13])#[N:14].[CH3:15][NH+:16]([CH3:17])[CH3:18].[O:31]1[CH2:32][CH2:33][CH2:34][O:35][O:36]1.[c:19]1([CH:25]([N:26]([CH3:27])[CH3:28])[C:29]#[N:30])[cH:20][cH:21][cH:22][cH:23][cH:24]1.[c:1]1([CH3:11])[cH:2][cH:3][c:4]([S:7](=[O:8])(=[O:9])[O-:10])[cH:5][cH:6]1>>[C:12]([CH3:13])#[N:14].[CH3:15][N+:16]([CH3:17])([CH3:18])[c:19]1[cH:20][cH:21][cH:22][cH:23][cH:24]1.[c:1]1([CH3:11])[cH:2][cH:3][c:4]([S:7](=[O:8])(=[O:9])[O-:10])[cH:5][cH:6]1. Reactants: C1CCOC1, COC(=O)CCC(C(N)=O)N1Cc2c(O)cccc2C1=O, CC(C)OC(=O)N=NC(=O)OC(C)C, OCC1Cc2ccccc2O1, c1ccc(P(c2ccccc2)c2ccccc2)cc1. The product is COC(=O)CCC(C(N)=O)N1Cc2c(OCC3Cc4ccccc4O3)cccc2C1=O. As a reaction SMILES: [CH2:66]1[O:67][CH2:68][CH2:69][CH2:70]1.[CH3:20][O:21][C:22]([CH2:23][CH2:24][CH:25]([N:26]1[C:27](=[O:36])[c:28]2[cH:29][cH:30][cH:31][c:32]([OH:35])[c:33]2[CH2:34]1)[C:37]([NH2:38])=[O:39])=[O:40].[O:41]=[C:42]([O:43][CH:44]([CH3:45])[CH3:46])[N:47]=[N:48][C:49]([O:50][CH:51]([CH3:52])[CH3:53])=[O:54].[O:55]1[CH:56]([CH2:64][OH:65])[CH2:57][c:58]2[c:59]1[cH:60][cH:61][cH:62][cH:63]2.[c:1]1([P:2]([c:3]2[cH:4][cH:5][cH:6][cH:7][cH:8]2)[c:9]2[cH:10][cH:11][cH:12][cH:13][cH:14]2)[cH:15][cH:16][cH:17][cH:18][cH:19]1>>[CH3:20][O:21][C:22]([CH2:23][CH2:24][CH:25]([N:26]1[C:27](=[O:36])[c:28]2[cH:29][cH:30][cH:31][c:32]([O:35][CH2:64][CH:56]3[O:55][c:59]4[c:58]([cH:63][cH:62][cH:61][cH:60]4)[CH2:57]3)[c:33]2[CH2:34]1)[C:37]([NH2:38])=[O:39])=[O:40]. Run in O (water). As a reaction SMILES: [Cl:1][C:2]([Cl:7])([Cl:6])[C:3]([NH2:5])=[NH:4].C(=O)([O-])[O-].[K+].[K+].[C:14]([CH2:19][C:20](OCC)=[O:21])(=O)[CH2:15][CH2:16][CH3:17].Cl>O>[OH:21][C:20]1[CH:19]=[C:14]([CH2:15][CH2:16][CH3:17])[N:5]=[C:3]([C:2]([Cl:7])([Cl:6])[Cl:1])[N:4]=1 |f:1.2.3|. Procedure: A mixture of 15.0 g (0.09 mole) trichloroacetamidine, 12.6 g (0.09 mole) potassium carbonate, 14.6 g (0.09 mole) ethyl butyrylacetate and 300 ml water was stirred overnight. The aqueous solution was decanted from the oil that formed and acidified with hydrochloric acid. The precipitate that formed was filtered, washed, and dried to give 2.6 g (11% yield). An analytical sample that was recrystallized from ligroin had mp 107°-110° C. The structure was confirmed via infrared and elemental analysis. Run at time 8 hour. The reactants are Cl (hydrochloric acid), ClC(C(=N)N)(Cl)Cl (trichloroacetamidine), C([O-])([O-])=O.[K+].[K+] (potassium carbonate), C(CCC)(=O)CC(=O)OCC (ethyl butyrylacetate). Yields the product OC1=NC(=NC(=C1)CCC)C(Cl)(Cl)Cl (4-Hydroxy-6-Propyl-2-Trichloromethylpyrimidine). Yield: 11.0%. The reactants are P(Br)(Br)Br (Phosphorus tribromide), FC1=CC=C(OC2=CC=C(CO)C=C2)C=C1 (4-(4-Fluorophenoxy)benzyl alcohol), N1=CC=CC=C1 (pyridine). The solvent is C1=CC=CC=C1 (benzene), O (water), C1=CC=CC=C1 (benzene). Reaction conditions: time 30 minute. Product: FC1=CC=C(OC2=CC=C(CBr)C=C2)C=C1 (4-(4-fluorophenoxy)benzyl bromide). Yield: 192.4%. Reaction SMILES: [F:1][C:2]1[CH:16]=[CH:15][C:5]([O:6][C:7]2[CH:14]=[CH:13][C:10]([CH2:11]O)=[CH:9][CH:8]=2)=[CH:4][CH:3]=1.N1C=CC=CC=1.P(Br)(Br)[Br:24]>C1C=CC=CC=1.O>[F:1][C:2]1[CH:16]=[CH:15][C:5]([O:6][C:7]2[CH:14]=[CH:13][C:10]([CH2:11][Br:24])=[CH:9][CH:8]=2)=[CH:4][CH:3]=1. Procedure: 4-(4-Fluorophenoxy)benzyl alcohol (1.92 g, 8.80 mmol) and 0.2 ml of pyridine was dissolved in 25 ml of benzene and cooled in cold water. Phosphorus tribromide (1.19 g, 4.40 mmol) in 10 ml of benzene was added dropwise and the reaction was stirred 30 minutes and allowed to warm to room temperature. The solvent was evaporated and the residue was carefully quenched with saturated sodium bicarbonate solution. After dilution with water, the mixture was extracted twice with diethyl ether. The organic ... The reactants are CCOC(C)=O, CC(C)c1nc(CO)n(Cc2cccc([N+](=O)[O-])c2)c1Sc1cc(Cl)cc(Cl)c1, [H][H]. The product is CC(C)c1nc(CO)n(Cc2cccc(N)c2)c1Sc1cc(Cl)cc(Cl)c1. As a reaction SMILES: [CH3:32][CH2:33][O:34][C:35](=[O:36])[CH3:37].[Cl:1][c:2]1[cH:3][c:4]([S:9][c:10]2[c:11]([CH:27]([CH3:28])[CH3:29])[n:12][c:13]([CH2:25][OH:26])[n:14]2[CH2:15][c:16]2[cH:17][c:18]([N+:22]([O-:23])=[O:24])[cH:19][cH:20][cH:21]2)[cH:5][c:6]([Cl:8])[cH:7]1.[H:30][H:31]>>[Cl:1][c:2]1[cH:3][c:4]([S:9][c:10]2[c:11]([CH:27]([CH3:28])[CH3:29])[n:12][c:13]([CH2:25][OH:26])[n:14]2[CH2:15][c:16]2[cH:17][c:18]([NH2:22])[cH:19][cH:20][cH:21]2)[cH:5][c:6]([Cl:8])[cH:7]1. Reactants: ClC1=NC=C(C(=C1)N)[N+](=O)[O-] (2-chloro-5-nitropyridin-4-amine), C[O-].[Na+] (sodium methoxide). Solvent: CO (methanol), CO (methanol). The product is COC1=NC=C(C(=C1)N)[N+](=O)[O-] (2-Methoxy-5-nitropyridin-4-amine). RXN SMILES: Cl[C:2]1[CH:7]=[C:6]([NH2:8])[C:5]([N+:9]([O-:11])=[O:10])=[CH:4][N:3]=1.[CH3:12][O-:13].[Na+]>CO>[CH3:12][O:13][C:2]1[CH:7]=[C:6]([NH2:8])[C:5]([N+:9]([O-:11])=[O:10])=[CH:4][N:3]=1 |f:1.2|. Procedure details: To a suspension of 36.9 g of 2-chloro-5-nitropyridin-4-amine (example E6) in 500 ml methanol were added 250 ml of a freshly prepared solution of sodium methoxide in methanol (5.7 g sodium) and the reaction mixture was refluxed for 12 h. About 500 ml methanol were distilled off and 500 ml of water were added. The resulting precipitate was filtered, washed with ice water and dried under vacuum to the title compound.